This data is from the Open Reaction Database (ORD), a public repository of structured organic reaction records. The task is: describe an organic reaction: reactants, conditions, products, and yield The reactants are CC1c2ccccc2-c2[nH]c(=O)c3nccn3c21, C[Si](C)(C)Cl, CC(=O)O, CN(C)C=O, ClCc1ccncc1, Cl, [H-], [Na+]. The product is CC1(Cc2ccncc2)c2ccccc2-c2[nH]c(=O)c3nccn3c21. Reaction SMILES: [CH3:1][CH:2]1[c:3]2[cH:4][cH:5][cH:6][cH:7][c:8]2-[c:9]2[nH:10][c:11](=[O:18])[c:12]3[n:13]([c:14]21)[cH:15][cH:16][n:17]3.[CH3:21][Si:22]([CH3:23])([CH3:24])[Cl:25].[CH3:35][C:36](=[O:37])[OH:38].[CH3:39][N:40]([CH3:41])[CH:42]=[O:43].[Cl:27][CH2:28][c:29]1[cH:30][cH:31][n:32][cH:33][cH:34]1.[ClH:26].[H-:19].[Na+:20]>>[CH3:1][C:2]1([CH2:28][c:29]2[cH:30][cH:31][n:32][cH:33][cH:34]2)[c:3]2[cH:4][cH:5][cH:6][cH:7][c:8]2-[c:9]2[nH:10][c:11](=[O:18])[c:12]3[n:13]([c:14]21)[cH:15][cH:16][n:17]3. The reactants are CI (Methyliodide), [H-].[Na+] (Sodiumhydride), O[C@@H]1CN(CC[C@H]1COS(=O)(=O)C1=CC=C(C=C1)C)C(=O)OC(C)(C)C (1,1-dimethylethyl trans-3-hydroxy-4-[[[(4-methylphenyl)sulfonyl]oxy]methyl]-1-piperidinecarboxylate), O (water), ( 1-c ). The solvent is C1CCOC1 (THF). Conditions: time 30 minute. Yields the product CC1=CC=C(C=C1)S(=O)(=O)OC[C@H]1[C@@H](CN(CC1)C(=O)OC(C)(C)C)OC (1,1-dimethylethyl trans-4-[[[(4-methylphenyl)sulfonyl]oxy]-methyl]-3-methoxy-1-piperidinecarboxylate). As a reaction SMILES: [H-].[Na+].[OH:3][C@H:4]1[C@H:9]([CH2:10][O:11][S:12]([C:15]2[CH:20]=[CH:19][C:18]([CH3:21])=[CH:17][CH:16]=2)(=[O:14])=[O:13])[CH2:8][CH2:7][N:6]([C:22]([O:24][C:25]([CH3:28])([CH3:27])[CH3:26])=[O:23])[CH2:5]1.[CH3:29]I.O>C1COCC1>[CH3:21][C:18]1[CH:19]=[CH:20][C:15]([S:12]([O:11][CH2:10][C@@H:9]2[CH2:8][CH2:7][N:6]([C:22]([O:24][C:25]([CH3:28])([CH3:27])[CH3:26])=[O:23])[CH2:5][C@H:4]2[O:3][CH3:29])(=[O:13])=[O:14])=[CH:16][CH:17]=1 |f:0.1|. Procedure: Reaction under nitrogen atmosphere. Sodiumhydride (0.3 mol) was added to a solution of 1,1-dimethylethyl trans-3-hydroxy-4-[[[(4-methylphenyl)sulfonyl]oxy]methyl]-1-piperidinecarboxylate [described in WO-00/37461 as intermediate (1-c)] (0.27 mol) in THF (1300 ml). The mixture was stirred for 30 minutes. Methyliodide (0.54 mol) was added and the resulting reaction mixture was stirred for 90 minutes. A small amount of water was added. The solvent was evaporated and the residue was partitioned betw... Starting materials: ClC1=CC(=NC=2N1N=C(N2)C(=O)OC)C(C)C (7-choro-5-isopropyl-2-methoxycarbonyl-s-triazolo[1,5-a]pyrimidine), [SH-].[Na+] (sodium hydrosulfide). Solvent: O (water). Run at temperature 0 celsius, time 1 hour. The product is C(C)(C)C1=NC=2N(C(=C1)S)N=C(N2)C(=O)OC (5-isopropyl-7-mercapto-2-methoxycarbonyl-s-triazolo[1,5-a]pyrimidine). The yield is 90.8%. RXN SMILES: Cl[C:2]1[N:7]2[N:8]=[C:9]([C:11]([O:13][CH3:14])=[O:12])[N:10]=[C:6]2[N:5]=[C:4]([CH:15]([CH3:17])[CH3:16])[CH:3]=1.[SH-:18].[Na+]>O>[CH:15]([C:4]1[CH:3]=[C:2]([SH:18])[N:7]2[N:8]=[C:9]([C:11]([O:13][CH3:14])=[O:12])[N:10]=[C:6]2[N:5]=1)([CH3:17])[CH3:16] |f:1.2|. Procedure details: The product obtained in Step 2 (40 g) was added at 0° C. to a solution of sodium hydrosulfide (40 g) in one liter of water with stiring under a nitrogen stream. The mixture was stirred at 0° C. for one hour, then at room temperature for three hours, and the resulting yellow solution was washed with 200 ml of ethyl acetate. The aqueous layer was acidified with concentrated hydrochloric acid to pH 2.0, and the formed crystals were collected by filtration and washed with 100 ml of ethanol, affordin... Reactants: BrC=1C=C(C=2C=NNC2C1)C(=O)OC (methyl 6-bromo-1H-indazole-4-carboxylate), BrC(C)C (2-bromopropane), [H-].[Na+] (sodium hydride). Run in CN(C=O)C (N,N-dimethylformamide). Reaction conditions: time 15 minute. Yields the product BrC=1C=C(C=2C=NN(C2C1)C(C)C)C(=O)OC (methyl 6-bromo-1-(1-methylethyl)-1H-indazole-4-carboxylate), BrC=1C=C(C2=CN(N=C2C1)C(C)C)C(=O)OC (methyl 6-bromo-2-(1-methylethyl)-2H-indazole-4-carboxylate). Yield: 43.0%. Reaction SMILES: [Br:1][C:2]1[CH:3]=[C:4]([C:11]([O:13][CH3:14])=[O:12])[C:5]2[CH:6]=[N:7][NH:8][C:9]=2[CH:10]=1.[H-].[Na+].Br[CH:18]([CH3:20])[CH3:19]>CN(C)C=O>[Br:1][C:2]1[CH:3]=[C:4]([C:11]([O:13][CH3:14])=[O:12])[C:5]2[CH:6]=[N:7][N:8]([CH:18]([CH3:20])[CH3:19])[C:9]=2[CH:10]=1.[Br:1][C:2]1[CH:3]=[C:4]([C:11]([O:13][CH3:14])=[O:12])[C:5]2[C:9]([CH:10]=1)=[N:8][N:7]([CH:18]([CH3:20])[CH3:19])[CH:6]=2 |f:1.2|. Procedure details: To a cooled (0° C.) solution of methyl 6-bromo-1H-indazole-4-carboxylate (1.25 g, 4.90 mmol) in N,N-dimethylformamide (25 mL) was added sodium hydride (0.216 g, 5.39 mmol). The reaction mixture was stirred for 15 min, then 2-bromopropane (0.920 mL, 9.80 mmol) was added and the reaction allowed to warm to RT. The reaction was maintained at RT overnight. The contents were concentrated to about ½ volume, then poured into saturated NH4Cl (200 mL) with stirring. The contents were extracted with ether... Starting materials: FC1=C(C(=O)Cl)C=CC=C1 (2-fluorobenzoyl chloride), CN(C1=CC=C(C(=O)Cl)C=C1)C (4-(dimethylamino)benzoyl chloride), NC=1C=C(C(=O)NCC2=CC=CC=C2)C=CN1 (2-amino-N-benzylisonicotinamide). Product: C(C1=CC=CC=C1)NC(C1=CC(=NC=C1)NC(C1=CC=C(C=C1)N(C)C)=O)=O (N-benzyl-2-(4-(dimethylamino)benzamido)-isonicotinamide). Isolated yield 7.0%. Reaction SMILES: FC1C=CC=CC=1C(Cl)=O.[CH3:11][N:12]([CH3:22])[C:13]1[CH:21]=[CH:20][C:16]([C:17](Cl)=[O:18])=[CH:15][CH:14]=1.[NH2:23][C:24]1[CH:25]=[C:26]([CH:37]=[CH:38][N:39]=1)[C:27]([NH:29][CH2:30][C:31]1[CH:36]=[CH:35][CH:34]=[CH:33][CH:32]=1)=[O:28]>>[CH2:30]([NH:29][C:27](=[O:28])[C:26]1[CH:37]=[CH:38][N:39]=[C:24]([NH:23][C:17](=[O:18])[C:16]2[CH:20]=[CH:21][C:13]([N:12]([CH3:22])[CH3:11])=[CH:14][CH:15]=2)[CH:25]=1)[C:31]1[CH:36]=[CH:35][CH:34]=[CH:33][CH:32]=1. Procedure details: Following the procedure as describe in Example 6, making variations as required to replace 2-fluorobenzoyl chloride with 4-(dimethylamino)benzoyl chloride to react with 2-amino-N-benzylisonicotinamide, N-benzyl-2-(4-(dimethylamino)benzamido)-isonicotinamide was obtained as a colorless solid in 7% yield: mp 160-165° C. (hexanes/ethyl acetate); 1H NMR (300 MHz, DMSO-d6) δ 10.49 (s, 1H), 9.28 (t, J=5.9 Hz, 1H), 8.54 (s, 1H), 8.44 (d, J=5.1 Hz, 1H), 7.93 (d, J=9.0 Hz, 2H), 7.46 (dd, J=5.1, 1.4 Hz, 1... The reactants are NC1=NC=CC(=N1)N1N=C(C2=CC=C(C=C12)I)C(=O)O (1-(2-aminopyrimidin-4-yl)-6-iodoindazole-3-carboxylic acid), N1=C(N=CC=C1)C(C)(C#C)O (2-(pyrimidin-2-yl)but-3-yn-2-ol). The reagents and catalysts are [Cu]I (copper(I) iodide), Cl[Pd]([P](C1=CC=CC=C1)(C2=CC=CC=C2)C3=CC=CC=C3)([P](C4=CC=CC=C4)(C5=CC=CC=C5)C6=CC=CC=C6)Cl (bis(triphenylphosphine)palladium(II) chloride). Solvent: C(C)N(CC)CC (triethylamine), C1CCOC1 (THF). Reaction conditions: temperature 55 celsius, time 1 hour. Product: NC1=NC=CC(=N1)N1N=C(C2=CC=C(C=C12)C#CC(C)(C1=NC=CC=N1)O)C(=O)O (1-(2-aminopyrimidin-4-yl)-6-[3-hydroxy-3-(pyrimidin-2-yl)but-1-yn-1-yl]indazole-3-carboxylic acid). Reaction SMILES: [NH2:1][C:2]1[N:7]=[C:6]([N:8]2[C:16]3[C:11](=[CH:12][CH:13]=[C:14](I)[CH:15]=3)[C:10]([C:18]([OH:20])=[O:19])=[N:9]2)[CH:5]=[CH:4][N:3]=1.[N:21]1[CH:26]=[CH:25][CH:24]=[N:23][C:22]=1[C:27]([OH:31])([C:29]#[CH:30])[CH3:28]>C(N(CC)CC)C.C1COCC1.[Cu]I.Cl[Pd](Cl)([P](C1C=CC=CC=1)(C1C=CC=CC=1)C1C=CC=CC=1)[P](C1C=CC=CC=1)(C1C=CC=CC=1)C1C=CC=CC=1>[NH2:1][C:2]1[N:7]=[C:6]([N:8]2[C:16]3[C:11](=[CH:12][CH:13]=[C:14]([C:30]#[C:29][C:27]([OH:31])([C:22]4[N:23]=[CH:24][CH:25]=[CH:26][N:21]=4)[CH3:28])[CH:15]=3)[C:10]([C:18]([OH:20])=[O:19])=[N:9]2)[CH:5]=[CH:4][N:3]=1 |^1:48,67|. Procedure: To a pressure tube containing 1-(2-aminopyrimidin-4-yl)-6-iodoindazole-3-carboxylic acid (550 mg, 1.44 mmol), copper(I) iodide (27.48 mg, 0.14 mmol), bis(triphenylphosphine)palladium(II) chloride (101.29 mg, 0.14 mmol) in triethylamine (4 mL) and THF (4 mL), was added 2-(pyrimidin-2-yl)but-3-yn-2-ol (427.62 mg, 2.89 mmol). The reaction was sealed and stirred at 55° C. for 1 hr. The reaction mixture was concentrated in vacuo and the crude product was purified by column chromatography (Biotage, 5-...